This data is from the Open Reaction Database (ORD), a public repository of structured organic reaction records. The task is: describe an organic reaction: reactants, conditions, products, and yield The reactants are CC([O-])=S, CN(C)C=O, [K+], CS(=O)(=O)OC1CN(c2nc(CNC(=O)c3ccco3)cs2)C1. Product: CC(=O)SC1CN(c2nc(CNC(=O)c3ccco3)cs2)C1. RXN SMILES: [C:24]([CH3:25])(=[S:26])[O-:27].[CH3:29][N:30]([CH3:31])[CH:32]=[O:33].[K+:28].[o:1]1[c:2]([C:6](=[O:7])[NH:8][CH2:9][c:10]2[n:11][c:12]([N:15]3[CH2:16][CH:17]([O:19][S:20]([CH3:21])(=[O:22])=[O:23])[CH2:18]3)[s:13][cH:14]2)[cH:3][cH:4][cH:5]1>>[o:1]1[c:2]([C:6](=[O:7])[NH:8][CH2:9][c:10]2[n:11][c:12]([N:15]3[CH2:16][CH:17]([S:26][C:24]([CH3:25])=[O:27])[CH2:18]3)[s:13][cH:14]2)[cH:3][cH:4][cH:5]1. The reactants are Cl.BrC=1C=C(C=CC1)C(C(=O)O)CC1=CC=C(C=C1)C(N)=N (2-(3-bromo-phenyl)-3-(4-carbamimidoyl-phenyl)-propionic acid hydrochloride), [B-](F)(F)(F)F.CCOC(=O)C(=NOC(=[N+](C)C)N(C)C)C#N (TOTU), C(C)N1CCOCC1 (N-ethylmorpholine), Cl.N[C@H](C(=O)NCC1CCN(CC1)C(N)=N)C1CCCCC1 (2-amino-N-(1-carbamimidoyl-piperidin-4-ylmethyl)-2-(S)-cyclohexyl-acetamide hydrochloric acid salt). The solvent is CN(C=O)C (dimethylformamide). Conditions: temperature 0 celsius, time 30 minute. Product: Cl.BrC=1C=C(C=CC1)C(C(=O)N[C@@H](C1CCCCC1)C(NCC1CCN(CC1)C(N)=N)=O)CC1=CC=C(C=C1)C(N)=N (2-(3-Bromo-phenyl)-3-(4-carbamimidoyl-phenyl)-N-{[(1-carbamimidoyl-piperidin-4-ylmethyl)-carbamoyl]-(S)-cyclohexyl-methyl}-propionamide hydrochloric acid salt). As a reaction SMILES: [ClH:1].[Br:2][C:3]1[CH:4]=[C:5]([CH:9]([CH2:13][C:14]2[CH:19]=[CH:18][C:17]([C:20](=[NH:22])[NH2:21])=[CH:16][CH:15]=2)[C:10]([OH:12])=O)[CH:6]=[CH:7][CH:8]=1.[B-](F)(F)(F)F.CCOC(C(C#N)=NOC(N(C)C)=[N+](C)C)=O.C(N1CCOCC1)C.Cl.[NH2:54][C@@H:55]([CH:69]1[CH2:74][CH2:73][CH2:72][CH2:71][CH2:70]1)[C:56]([NH:58][CH2:59][CH:60]1[CH2:65][CH2:64][N:63]([C:66](=[NH:68])[NH2:67])[CH2:62][CH2:61]1)=[O:57]>CN(C)C=O>[ClH:1].[Br:2][C:3]1[CH:4]=[C:5]([CH:9]([CH2:13][C:14]2[CH:19]=[CH:18][C:17]([C:20](=[NH:22])[NH2:21])=[CH:16][CH:15]=2)[C:10]([NH:54][C@H:55]([C:56](=[O:57])[NH:58][CH2:59][CH:60]2[CH2:65][CH2:64][N:63]([C:66](=[NH:67])[NH2:68])[CH2:62][CH2:61]2)[CH:69]2[CH2:74][CH2:73][CH2:72][CH2:71][CH2:70]2)=[O:12])[CH:6]=[CH:7][CH:8]=1 |f:0.1,2.3,5.6,8.9|. Procedure details: To 2-(3-bromo-phenyl)-3-(4-carbamimidoyl-phenyl)-propionic acid hydrochloride (188 mg, 0.49 mmol) in dimethylformamide (30 ml) was added TOTU (164 mg, 0.5 mmol) and N-ethylmorpholine (127 μl, 1 mmol) at 0° C. The mixture was stirred for 30 min at 0° C., 2-amino-N-(1-carbamimidoyl-piperidin-4-ylmethyl)-2-(S)-cyclohexyl-acetamide hydrochloric acid salt (180 mg, 0.49 mmol) was added and the mixture was then allowed to warm to room temperature. After evaporation, the residue was purified by chromoto... Conditions: time 7 hour. The product is C(O)([O-])=O.C(CCC)[NH+](CCCC)CCCC (Tributylammonium hydrogencarbonate). Starting materials: C(OC)(OC)=O (dimethyl carbonate), C(CCC)N(CCCC)CCCC (tri-n-butylamine), O (water). The solvent is CO (methanol). Reaction SMILES: [C:1](=[O:6])([O:4]C)[O:2]C.[CH2:7]([N:11]([CH2:16][CH2:17][CH2:18][CH3:19])[CH2:12][CH2:13][CH2:14][CH3:15])[CH2:8][CH2:9][CH3:10].O>CO>[C:1](=[O:2])([O-:6])[OH:4].[CH2:16]([NH+:11]([CH2:7][CH2:8][CH2:9][CH3:10])[CH2:12][CH2:13][CH2:14][CH3:15])[CH2:17][CH2:18][CH3:19] |f:4.5|. Reported procedure: 30.2 g of dimethyl carbonate, 62.1 g of tri-n-butylamine, 30.5 g of water and 15.0 g of methanol were introduced in the same reactor as used in Preparation Example 1 and heated with stirring. After the temperature in the reactor reached 140° C., the reaction was continued for 7 hours at 140° C. Tributylammonium hydrogencarbonate was obtained in a yield of 84.3 mol % (based on tri-n-butylamine). The product is C([C@H](O)[C@@H](O)[C@H](O)CO)O (xylitol), OC[C@H](O)[C@@H](O)[C@H](O)[C@H](O)CO (sorbitol). Starting materials: O=C[C@H](O)[C@@H](O)[C@H](O)CO (xylose), O=C[C@H](O)[C@@H](O)[C@H](O)[C@H](O)CO (glucose), C(C)(=O)[O-].[K+] (potassium acetate), C[C@@]1([C@H]2[C@@H]([C@H]3[C@@H](C(=O)C(=C([C@]3(C(=O)C2=C(C4=C1C=CC=C4O)O)O)O)C(=O)N)N(C)C)O)O (BIOSTAT), sugars, C(C)(=O)[O-] (acetate). Run at time 63 hour. Solvent: aqueous solution. As a reaction SMILES: C[C@@]1(O)C2C=CC=C(O)C=2C(O)=C2[C@@H]1[C@H](O)[C@@H]1[C@](O)(C2=O)C(O)=C(C(N)=O)C(=O)[C@H]1N(C)C.[O:34]=[CH:35][C@@H:36]([C@H:38]([C@@H:40]([C@@H:42]([CH2:44][OH:45])[OH:43])[OH:41])[OH:39])[OH:37].O=C[C@@H]([C@H]([C@@H](CO)O)O)O.C([O-])(=O)C.C([O-])(=O)C.[K+]>>[CH2:35]([OH:34])[C@@H:36]([C@H:38]([C@@H:40]([CH2:42][OH:43])[OH:41])[OH:39])[OH:37].[OH:45][CH2:44][C@@H:42]([C@H:40]([C@@H:38]([C@@H:36]([CH2:35][OH:34])[OH:37])[OH:39])[OH:41])[OH:43] |f:4.5|. Reported procedure: In a sterilized 1-liter fermentor (BIOSTAT® B-DCU system, Sartorius BBI System Inc., Bethlehem, Pa., USA), 80 ml of ZW658 strain seed culture at OD600 of approximately 5 was inoculated into 720 ml of aqueous solution containing sugars and medium. The final mixed broth contained 97.2 g/L glucose, 81.0 g/L xylose, 5.7 g/L acetate (in the form of potassium acetate), 5 g/L yeast extract (YE), 2 g/L KH2PO4, 2 g/L (NH4)2SO4 and 1 g/L MgSO4.7H2O. pH was adjusted to 5.5 with 4 N KOH solution. Mixing spe... Reactants: S(=O)(Cl)Cl (thionyl chloride), OCC1=C(C=CC=C1)C(C(=O)NC)OC (2-hydroxymethyl-α-methoxy-N-methylphenylacetamide), C(C1=CC=CC=C1)=NO (Benzaldehyde oxime), C([O-])([O-])=O.[K+].[K+] (potassium carbonate), crude product. The reagents and catalysts are CN(C=O)C (N,N-dimethylformamide). The solvent is O (water), O (Water), O1CCCC1 (tetrahydrofuran), CN(C=O)C (N,N-dimethylformamide). Conditions: time 2 hour. Yields the product C(/C1=CC=CC=C1)=N\OCC1=C(C=CC=C1)C(C(=O)NC)OC ((E)-2-benzylideneaminooxymethyl-α-methoxy-N-methylphenylacetamide), COC(C(=O)NC)C1=CC=CC=C1 (methoxy-N-methylphenylacetamide). Isolated yield 178.6%. As a reaction SMILES: [OH:1][CH2:2][C:3]1[CH:8]=[CH:7][CH:6]=[CH:5][C:4]=1[CH:9]([O:14][CH3:15])[C:10]([NH:12][CH3:13])=[O:11].S(Cl)(Cl)=O.[CH:20](=[N:27]O)[C:21]1[CH:26]=[CH:25][CH:24]=[CH:23][CH:22]=1.C(=O)([O-])[O-].[K+].[K+]>O1CCCC1.CN(C)C=O.O>[CH:20](=[N:27]/[O:1][CH2:2][C:3]1[CH:8]=[CH:7][CH:6]=[CH:5][C:4]=1[CH:9]([O:14][CH3:15])[C:10]([NH:12][CH3:13])=[O:11])\[C:21]1[CH:26]=[CH:25][CH:24]=[CH:23][CH:22]=1.[CH3:15][O:14][CH:9]([C:4]1[CH:5]=[CH:6][CH:7]=[CH:8][CH:3]=1)[C:10]([NH:12][CH3:13])=[O:11] |f:3.4.5|. Procedure details: A solution of 2-hydroxymethyl-α-methoxy-N-methylphenylacetamide (0.42 g, 2.0 mmol) in tetrahydrofuran (4 ml) was stirred at 0° C., and thionyl chloride (0.17 ml, 2.4 mmol) and one drop of N,N-dimethylformamide were added. The mixture was stirred at room temperature for 2 hours, and water was added. The resulting mixture was extracted with ether, washed with saturated brine and dried over anhydrous magnesium sulfate. Evaporation of the solvent gave a crude product (0.38 g) as an oil. Benzaldehyde...